This data is from the Open Reaction Database (ORD), a public repository of structured organic reaction records. The task is: describe an organic reaction: reactants, conditions, products, and yield Procedure details: One hundred nineteen and three tenths parts of 1-(Hydroxymethyl) benzotriazole and glycine (30 parts) were added to 600 parts of dry toluene containing 1.7 parts of p-toluenesulfonic acid. The mixture was stirred and refluxed under a Dean-Stark trap. After about 4.5 hours, the theoretical amount of water (14.4 parts) had collected and heating was suspended. The reaction mixture was cooled in ice-water and the tan solid that had formed was filtered with suction. After washing the filter-cake cons... Reactants: OCN1N=NC2=C1C=CC=C2 (1-(Hydroxymethyl) benzotriazole), NCC(=O)O (glycine), C1(=CC=C(C=C1)S(=O)(=O)O)C (p-toluenesulfonic acid). Reaction conditions: time 4.5 hour. Solvent: C1(=CC=CC=C1)C (toluene). As a reaction SMILES: O[CH2:2][N:3]1[C:7]2[CH:8]=[CH:9][CH:10]=[CH:11][C:6]=2[N:5]=[N:4]1.[NH2:12][CH2:13][C:14]([OH:16])=[O:15].[C:17]1(C)[CH:22]=[CH:21][C:20](S(O)(=O)=O)=[CH:19][CH:18]=1>C1(C)C=CC=CC=1>[N:3]1([CH2:2][N:12]([CH2:2][N:3]2[C:18]3[CH:19]=[CH:20][CH:21]=[CH:22][C:17]=3[N:5]=[N:4]2)[CH2:13][C:14]([OH:16])=[O:15])[C:7]2[CH:8]=[CH:9][CH:10]=[CH:11][C:6]=2[N:5]=[N:4]1. Product: N1(N=NC2=C1C=CC=C2)CN(CC(=O)O)CN2N=NC1=C2C=CC=C1 (N,N-Bis(Benzotriazol-1-yl Methyl) Glycine). The yield is 86.0%.